From a dataset of the Open Reaction Database (ORD), a public repository of structured organic reaction records. describe an organic reaction: reactants, conditions, products, and yield Starting materials: CSc1ccc(C(C)=O)nc1, CCOC(=O)C(F)(F)F, [H-], [Na+], C1CCOC1. Yields the product CSc1ccc(C(=O)CC(=O)C(F)(F)F)nc1. As a reaction SMILES: [CH3:3][S:4][c:5]1[cH:6][cH:7][c:8]([C:11]([CH3:12])=[O:13])[n:9][cH:10]1.[F:14][C:15]([C:16](=[O:17])[O:18][CH2:19][CH3:20])([F:21])[F:22].[H-:1].[Na+:2].[O:23]1[CH2:24][CH2:25][CH2:26][CH2:27]1>>[CH3:3][S:4][c:5]1[cH:6][cH:7][c:8]([C:11]([CH2:12][C:16]([C:15]([F:14])([F:21])[F:22])=[O:17])=[O:13])[n:9][cH:10]1. Starting materials: O=C1OCCN1[C@H]1[C@@H](CCCC1)O ((±)-trans-2-(2-oxooxazolidin-3-yl)cylohexanol), FC1=CC=C(C=C1)C(=O)C=1C2=C(SC1C1=CC=C(C=C1)OCCN1CCCC1)C=C(C=C2)OCC2=CC=CC=C2 (6-benzyloxy-2-[4-[2-(1-pyrrolidinyl)ethoxy]phenyl]-benzo[b]thiophen-3-yl 4-fluorophenyl ketone). The product is O=C1OCCN1[C@H]1[C@@H](CCCC1)OC1=CC=C(C=C1)C(=O)C=1C2=C(SC1C1=CC=C(C=C1)OCCN1CCCC1)C=C(C=C2)O ((±)-6-Hydroxy-2-[4-[2-(1-pyrrolidinyl)-ethoxy]phenyl]benzo[b]thiophen-3-yl 4-[trans-2-(2-Oxo-oxazolidin-3-yl)cyclohexyloxy]phenyl Ketone). Isolated yield 49.0%. Reaction SMILES: [O:1]=[C:2]1[N:6]([C@@H:7]2[CH2:12][CH2:11][CH2:10][CH2:9][C@H:8]2[OH:13])[CH2:5][CH2:4][O:3]1.F[C:15]1[CH:20]=[CH:19][C:18]([C:21]([C:23]2[C:24]3[CH:45]=[CH:44][C:43]([O:46]CC4C=CC=CC=4)=[CH:42][C:25]=3[S:26][C:27]=2[C:28]2[CH:33]=[CH:32][C:31]([O:34][CH2:35][CH2:36][N:37]3[CH2:41][CH2:40][CH2:39][CH2:38]3)=[CH:30][CH:29]=2)=[O:22])=[CH:17][CH:16]=1>>[O:1]=[C:2]1[N:6]([C@@H:7]2[CH2:12][CH2:11][CH2:10][CH2:9][C@H:8]2[O:13][C:15]2[CH:20]=[CH:19][C:18]([C:21]([C:23]3[C:24]4[CH:45]=[CH:44][C:43]([OH:46])=[CH:42][C:25]=4[S:26][C:27]=3[C:28]3[CH:29]=[CH:30][C:31]([O:34][CH2:35][CH2:36][N:37]4[CH2:41][CH2:40][CH2:39][CH2:38]4)=[CH:32][CH:33]=3)=[O:22])=[CH:17][CH:16]=2)[CH2:5][CH2:4][O:3]1. Reported procedure: Using a procedure similar to that described below in Example 19, the title compound was prepared in 49% yield from (±)-trans-2-(2-oxooxazolidin-3-yl)cylohexanol (Part A) and 6-benzyloxy-2-[4-[2-(1-pyrrolidinyl)ethoxy]phenyl]-benzo[b]thiophen-3-yl 4-fluorophenyl ketone (Part B). Reactants: [BH4-].[Na+] (Sodium borohydride), OC1=C(C=C2C(CCC2=C1)CC=1N=CNC1)C=O (6-hydroxy-3-(1H-imidazol-4-ylmethyl)-indan-5-carbaldehyde), O (water). Solvent: C(C)O (ethanol). Reaction conditions: time 1 hour. The product is OCC1=C(C=C2CCC(C2=C1)CC=1N=CNC1)O (6-Hydroxymethyl-1-(1H-imidazol-4-ylmethyl)-indan-5-ol). RXN SMILES: [BH4-].[Na+].[OH:3][C:4]1[CH:12]=[C:11]2[C:7]([CH:8]([CH2:13][C:14]3[N:15]=[CH:16][NH:17][CH:18]=3)[CH2:9][CH2:10]2)=[CH:6][C:5]=1[CH:19]=[O:20].O>C(O)C>[OH:20][CH2:19][C:5]1[CH:6]=[C:7]2[C:11]([CH2:10][CH2:9][CH:8]2[CH2:13][C:14]2[N:15]=[CH:16][NH:17][CH:18]=2)=[CH:12][C:4]=1[OH:3] |f:0.1|. Procedure: Sodium borohydride (10 mg) is added into a solution of 6-hydroxy-3-(1H-imidazol-4-ylmethyl)-indan-5-carbaldehyde (58 mg) in ethanol (10 ml). The mixture is stirred at room temperature for one hour and then poured into water. Work-up of the mixture gives the crude product which is purified by flash chromatography and recrystallized from ethyl acetate. The reactants are O (water), FC1=CC=C(C=C1)[N+](=O)[O-] (4-fluoro-1-nitrobenzene), OC=1C=C(C(=O)OCC)C=CC1 (ethyl 3-hydroxybenzoate), C(=O)([O-])[O-].[K+].[K+] (K2CO3). The solvent is CN(C)C=O (DMF). The product is C(C)OC(=O)C=1C=C(OC2=CC=C(C=C2)[N+](=O)[O-])C=CC1 (4-(3-ethoxycarbonylphenoxy)-1-nitrobenzene). Isolated yield 88.2%. RXN SMILES: F[C:2]1[CH:7]=[CH:6][C:5]([N+:8]([O-:10])=[O:9])=[CH:4][CH:3]=1.[OH:11][C:12]1[CH:13]=[C:14]([CH:20]=[CH:21][CH:22]=1)[C:15]([O:17][CH2:18][CH3:19])=[O:16].C([O-])([O-])=O.[K+].[K+].O>CN(C=O)C>[CH2:18]([O:17][C:15]([C:14]1[CH:13]=[C:12]([CH:22]=[CH:21][CH:20]=1)[O:11][C:2]1[CH:7]=[CH:6][C:5]([N+:8]([O-:10])=[O:9])=[CH:4][CH:3]=1)=[O:16])[CH3:19] |f:2.3.4|. Procedure details: A mixture of 4-fluoro-1-nitrobenzene (16 mL, 150 mmol), ethyl 3-hydroxybenzoate 25 g, 150 mmol) and K2CO3 (41 g, 300 mmol) in DMF (125 mL) was heated at the reflux temp. overnight, cooled to room temp. and treated with water (250 mL). The resulting mixture was extracted with EtOAc (3×150 mL). The combined organic phases were sequentially washed with water (3×100 mL) and a saturated NaCl solution (2×100 mL), dried (Na2SO4) and concentrated under reduced pressure. The residue was purified by colum... Reactants: NC=1C=CC(=C(C1)N1N=C(N(C1=O)CC1=CC=C(C=C1)C1=C(C=CC(=C1)CC)S(NC(C1=C(C=CC=C1)Cl)=O)(=O)=O)CCCC)Cl (2-(5-amino-2-chlorophenyl)-5-n-butyl-4-[[2'-[N-(2-chlorobenzoyl)sulfamoyl]-5'-ethylbiphenyl-4-yl]methyl]-2,4-dihydro-3H-1,2,4-triazol-3-one), C(CC)(=O)Br (propionyl bromide). Reagents/catalysts: CN(C)C=1C=CN=CC1 (DMAP). Product: C(CCC)C=1N(C(N(N1)C1=C(C=CC(=C1)NC(CC)=O)Cl)=O)CC1=CC=C(C=C1)C1=C(C=CC(=C1)CC)S(NC(C1=C(C=CC=C1)Cl)=O)(=O)=O (5-n-Butyl-4-[[2'-[N-(2-chlorobenzoyl)sulfamoyl]-5'-ethylbiphenyl-4-yl]methyl]-2-[2-chloro-5-(propionylamino)phenyl]-2,4-dihydro-3H-1,2,4-triazol-3-on). Isolated yield 65.0%. RXN SMILES: [NH2:1][C:2]1[CH:3]=[CH:4][C:5]([Cl:46])=[C:6]([N:8]2[C:12](=[O:13])[N:11]([CH2:14][C:15]3[CH:20]=[CH:19][C:18]([C:21]4[CH:26]=[C:25]([CH2:27][CH3:28])[CH:24]=[CH:23][C:22]=4[S:29](=[O:41])(=[O:40])[NH:30][C:31](=[O:39])[C:32]4[CH:37]=[CH:36][CH:35]=[CH:34][C:33]=4[Cl:38])=[CH:17][CH:16]=3)[C:10]([CH2:42][CH2:43][CH2:44][CH3:45])=[N:9]2)[CH:7]=1.[C:47](Br)(=[O:50])[CH2:48][CH3:49]>CN(C1C=CN=CC=1)C>[CH2:42]([C:10]1[N:11]([CH2:14][C:15]2[CH:16]=[CH:17][C:18]([C:21]3[CH:26]=[C:25]([CH2:27][CH3:28])[CH:24]=[CH:23][C:22]=3[S:29](=[O:40])(=[O:41])[NH:30][C:31](=[O:39])[C:32]3[CH:37]=[CH:36][CH:35]=[CH:34][C:33]=3[Cl:38])=[CH:19][CH:20]=2)[C:12](=[O:13])[N:8]([C:6]2[CH:7]=[C:2]([NH:1][C:47](=[O:50])[CH2:48][CH3:49])[CH:3]=[CH:4][C:5]=2[Cl:46])[N:9]=1)[CH2:43][CH2:44][CH3:45]. Reported procedure: By the procedure of Example 69, 2-(5-amino-2-chlorophenyl)-5-n-butyl-4-[[2'-[N-(2-chlorobenzoyl)sulfamoyl]-5'-ethylbiphenyl-4-yl]methyl]-2,4-dihydro-3H-1,2,4-triazol-3-one (from Step D) was reacted with propionyl bromide in the presence of DMAP. Purification of the crude product by flash chromatography on silica gel (gradient elution with 1-4% MeOH in CH2Cl2) afforded a 65% yield of the title compound as a cream-colored solid, mp 144°-146° C.; homogeneous by TLC in 9:1 CH2Cl2 --MeOH; m/e 734 (M+... Reactants: CC(=O)[O-], CCO, Cl, Cc1cc(F)ccc1C1(C#N)CCC(=O)CC1, [H][H], [Na+], CCOC(=O)C1(c2ccccc2)CCNCC1, c1ccsc1. Yields the product CCOC(=O)C1(c2ccccc2)CCN(C2CCC(C#N)(c3ccc(F)cc3C)CC2)CC1. As a reaction SMILES: [CH3:42][C:43](=[O:44])[O-:45].[CH3:48][CH2:49][OH:50].[ClH:23].[F:6][c:7]1[cH:8][c:9]([CH3:22])[c:10]([C:13]2([C:20]#[N:21])[CH2:14][CH2:15][C:16](=[O:19])[CH2:17][CH2:18]2)[cH:11][cH:12]1.[H:46][H:47].[Na+:41].[c:24]1([C:30]2([C:36](=[O:37])[O:38][CH2:39][CH3:40])[CH2:31][CH2:32][NH:33][CH2:34][CH2:35]2)[cH:25][cH:26][cH:27][cH:28][cH:29]1.[cH:1]1[cH:2][s:3][cH:4][cH:5]1>>[F:6][c:7]1[cH:8][c:9]([CH3:22])[c:10]([C:13]2([C:20]#[N:21])[CH2:14][CH2:15][CH:16]([N:33]3[CH2:32][CH2:31][C:30]([c:24]4[cH:25][cH:26][cH:27][cH:28][cH:29]4)([C:36](=[O:37])[O:38][CH2:39][CH3:40])[CH2:35][CH2:34]3)[CH2:17][CH2:18]2)[cH:11][cH:12]1.